From a dataset of the Open Reaction Database (ORD), a public repository of structured organic reaction records. describe an organic reaction: reactants, conditions, products, and yield Reactants: [H-].[Na+] (Sodium hydride), OC(O)C1CCC1 (dihydroxymethylcyclobutane), O1CCOCC1 (dioxane), O1CCOCC1 (dioxane), NC1=NC(=CC(=N1)Cl)Cl (2-amino-4,6-dichloropyrimidine). Reaction conditions: temperature 65 celsius, time 30 minute. The product is NC1=NC(=CC(=N1)OCC1(CCC1)CO)Cl (2-Amino-6-chloro-4-[(1-hydroxymethyl-1-cyclobutyl)methoxy]pyrimidine). Yield: 50.8%. Reaction SMILES: [H-].[Na+].O[CH:4]([CH:6]1[CH2:9][CH2:8][CH2:7]1)[OH:5].[NH2:10][C:11]1[N:16]=[C:15](Cl)[CH:14]=[C:13]([Cl:18])[N:12]=1.[O:19]1CCOC[CH2:20]1>>[NH2:10][C:11]1[N:16]=[C:15]([O:5][CH2:4][C:6]2([CH2:20][OH:19])[CH2:9][CH2:8][CH2:7]2)[CH:14]=[C:13]([Cl:18])[N:12]=1 |f:0.1|. Reported procedure: 60% Sodium hydride (0.4 g, 0.01 mol) was suspended in dry dioxane (40 ml) and dihydroxymethylcyclobutane (1.16 g, 0.01 mol) dissolved in dry dioxane (40 ml) was dropwise added thereto. The mixture was stirred at 60-70° C. for 30 minutes, and 2-amino-4,6-dichloropyrimidine (1.64 g, 0.01 mol) was added. The mixture was refluxed for 3 hours, and filtrated. The solvent in the filtrate was distilled away under reduced pressure and the residue was purified by silica gel column chromatography (chlorofo... Starting materials: BrB(Br)Br, ClCCl, COc1ccc2nc(-c3ccc(N)c(I)c3)sc2c1. Product: Nc1ccc(-c2nc3ccc(O)cc3s2)cc1I. As a reaction SMILES: [B:20]([Br:21])([Br:22])[Br:23].[Cl:24][CH2:25][Cl:26].[NH2:1][c:2]1[c:3]([I:19])[cH:4][c:5](-[c:8]2[s:9][c:10]3[c:11]([n:12]2)[cH:13][cH:14][c:15]([O:17][CH3:18])[cH:16]3)[cH:6][cH:7]1>>[NH2:1][c:2]1[c:3]([I:19])[cH:4][c:5](-[c:8]2[s:9][c:10]3[c:11]([n:12]2)[cH:13][cH:14][c:15]([OH:17])[cH:16]3)[cH:6][cH:7]1. The reactants are FC(F)(F)c1cnc(Cl)c(Cl)c1, Nc1cc([N+](=O)[O-])ccc1Cl, [Cu]. Yields the product O=[N+]([O-])c1ccc(Cl)c(Nc2ncc(C(F)(F)F)cc2Cl)c1. RXN SMILES: [Cl:12][c:13]1[n:14][cH:15][c:16]([C:20]([F:21])([F:22])[F:23])[cH:17][c:18]1[Cl:19].[Cl:1][c:2]1[c:3]([NH2:4])[cH:5][c:6]([N+:9](=[O:10])[O-:11])[cH:7][cH:8]1.[Cu:24]>>[Cl:1][c:2]1[c:3]([NH:4][c:13]2[n:14][cH:15][c:16]([C:20]([F:21])([F:22])[F:23])[cH:17][c:18]2[Cl:19])[cH:5][c:6]([N+:9](=[O:10])[O-:11])[cH:7][cH:8]1. Reactants: C(C=C)N(C/C=C(/CC/C=C(/C(=O)C1=CC=C(C=C1)Br)\C)\C)C ((2E,6E)-8-(allyl-methyl-amino)-1-(4-bromo-phenyl)-2,6-dimethyl-octa-2,6-dien-1-one), C(O)([O-])=O.[Na+] (sodium hydrogen carbonate), [Cl-].C(CCCCCCC)(=O)C(C(CCCCCCC)=O)(C(CCCCCCC)=O)[NH3+] (tricaprylylmethylammonium chloride), S(=O)([O-])S(=O)[O-].[Na+].[Na+] (sodium dithionite), S(=O)([O-])S(=O)[O-].[Na+].[Na+] (sodium dithionite). Run in O.CCOCC (water ether), C1=CC=CC=C1 (benzene), O (water). Yields the product C(C=C)N(C/C=C(/CCCC(C(=O)C1=CC=C(C=C1)Br)C)\C)C ((E)-(RS)-8-(allyl-methyl-amino)-1-(4-bromo-phenyl)-2,6-dimethyl-oct-6-en-1-one). The yield is 54.0%. RXN SMILES: [CH2:1]([N:4]([CH3:23])[CH2:5]/[CH:6]=[C:7](\[CH3:22])/[CH2:8][CH2:9]/[CH:10]=[C:11](\[CH3:21])/[C:12]([C:14]1[CH:19]=[CH:18][C:17]([Br:20])=[CH:16][CH:15]=1)=[O:13])[CH:2]=[CH2:3].C(=O)([O-])O.[Na+].[Cl-].C(C([NH3+])(C(=O)CCCCCCC)C(=O)CCCCCCC)(=O)CCCCCCC.S(S([O-])=O)([O-])=O.[Na+].[Na+]>C1C=CC=CC=1.O.O.CCOCC>[CH2:1]([N:4]([CH3:23])[CH2:5]/[CH:6]=[C:7](\[CH3:22])/[CH2:8][CH2:9][CH2:10][CH:11]([CH3:21])[C:12]([C:14]1[CH:19]=[CH:18][C:17]([Br:20])=[CH:16][CH:15]=1)=[O:13])[CH:2]=[CH2:3] |f:1.2,3.4,5.6.7,10.11|. Procedure: A solution of 188 mg of (2E,6E)-8-(allyl-methyl-amino)-1-(4-bromo-phenyl)-2,6-dimethyl-octa-2,6-dien-1-one in 4 ml of benzene is treated with a solution of 210 mg of sodium hydrogen carbonate, 61 mg of tricaprylylmethylammonium chloride and 245 mg of sodium dithionite in 4 ml of water and boiled at 80° C. for 20 min. A further 245 mg of sodium dithionite are added and, after a further 20 min. at 80° C., the mixture is worked up with water/ether. The residue is purified over silica gel with methy...